This data is from the Open Reaction Database (ORD), a public repository of structured organic reaction records. The task is: describe an organic reaction: reactants, conditions, products, and yield Reactants: O[C@@H]1[C@]2(C)[C@@H](CC1)[C@@H]1CCC3=CC(CC[C@@]3([C@H]1CC2)CC#C)=O (17β-hydroxy-10-(2-propynyl)estr-4-en-3-one), C[C@]12CC[C@H]3[C@H]([C@@H]1CC[C@@H]2O)CCC4=CC(=O)CC[C@]34C (testosterone). The product is C=C1C=C2CC[C@H]3[C@@H]4CC[C@@H]([C@@]4(C)CC[C@@H]3[C@]2(CC1)CC#C)O (3-methylene-10-(2-propynyl)estr-4-en-17β-ol). As a reaction SMILES: [OH:1][C@H:2]1[CH2:7][CH2:6][C@H:5]2[C@H:8]3[C@H:17]([CH2:18][CH2:19][C@:3]12[CH3:4])[C@:16]1([CH2:20][C:21]#[CH:22])[C:11](=[CH:12][C:13](=O)[CH2:14][CH2:15]1)[CH2:10][CH2:9]3.[CH3:24][C@@]12[C@@H](O)CC[C@H]1[C@@H]1CCC3[C@@](C)([C@H]1CC2)CCC(=O)C=3>>[CH2:24]=[C:13]1[CH2:14][CH2:15][C@@:16]2([CH2:20][C:21]#[CH:22])[C:11]([CH2:10][CH2:9][C@@H:8]3[C@@H:17]2[CH2:18][CH2:19][C@@:3]2([CH3:4])[C@H:5]3[CH2:6][CH2:7][C@@H:2]2[OH:1])=[CH:12]1. Procedure details: To obtain the compounds of the present invention in which R4 is =CH2, 17β-hydroxy-10-(2-propynyl)estr-4-en-3-one is used as the starting material. This testosterone derivative is subjected to a Wittig reaction to give 3-methylene-10-(2-propynyl)estr-4-en-17β-ol. The 17-hydroxy group is then oxidized to the corresponding ketone and a hydroxyacetyl side chain is introduced at the 17-position using methyl methoxyacetate and the general procedure described earlier. Starting materials: ClC=1C=C(C(=O)OC)C=C(N1)C (methyl 2-chloro-6-methylisonicotinate), C(C)(=O)OC(C(=O)N)(C)C (1-amino-2-methyl-1-oxopropan-2-yl acetate), Carboxylic acid-4. The product is C(C)(=O)OC(C(=O)NC=1C=C(C(=O)OC)C=C(N1)C)(C)C (methyl 2-(2-acetoxy-2-methylpropanamido)-6-methylisonicotinate). Isolated yield 80.0%. RXN SMILES: Cl[C:2]1[CH:3]=[C:4]([CH:9]=[C:10]([CH3:12])[N:11]=1)[C:5]([O:7][CH3:8])=[O:6].[C:13]([O:16][C:17]([CH3:22])([CH3:21])[C:18]([NH2:20])=[O:19])(=[O:15])[CH3:14]>>[C:13]([O:16][C:17]([CH3:22])([CH3:21])[C:18]([NH:20][C:2]1[CH:3]=[C:4]([CH:9]=[C:10]([CH3:12])[N:11]=1)[C:5]([O:7][CH3:8])=[O:6])=[O:19])(=[O:15])[CH3:14]. Reported procedure: The title compound is prepared in 80% yield (0.89 g, a yellow solid) from methyl 2-chloro-6-methylisonicotinate (0.70 g, 3.8 mmol) and 1-amino-2-methyl-1-oxopropan-2-yl acetate by the similar manner in Step-1 of Carboxylic acid-4. Reactants: O=Cc1cccc(Br)n1, C1CCOC1. Yields the product CC(O)c1cccc(Br)n1. As a reaction SMILES: [Br:1][c:2]1[cH:3][cH:4][cH:5][c:6]([CH:8]=[O:9])[n:7]1.[CH2:10]1[O:11][CH2:12][CH2:13][CH2:14]1>>[Br:1][c:2]1[cH:3][cH:4][cH:5][c:6]([CH:8]([OH:9])[CH3:10])[n:7]1.